From a dataset of the Open Reaction Database (ORD), a public repository of structured organic reaction records. describe an organic reaction: reactants, conditions, products, and yield Reactants: CN(C)CCC=C1c2ccccc2C=Cn2cc(C(N)=O)cc21, O=N[O-], [Na+], O, O=S(=O)(O)O. Product: CN(C)CCC=C1c2ccccc2C=Cn2cc(C(=O)O)cc21. As a reaction SMILES: [C:1]([NH2:2])(=[O:3])[c:4]1[cH:5][c:6]2[n:12]([cH:13]1)[CH:11]=[CH:10][c:9]1[c:8]([cH:17][cH:16][cH:15][cH:14]1)[C:7]2=[CH:18][CH2:19][CH2:20][N:21]([CH3:22])[CH3:23].[N:29]([O-:30])=[O:31].[Na+:32].[OH2:33].[S:24]([OH:25])(=[O:26])(=[O:27])[OH:28]>>[C:1]([OH:3])([c:4]1[cH:5][c:6]2[n:12]([cH:13]1)[CH:11]=[CH:10][c:9]1[c:8]([cH:17][cH:16][cH:15][cH:14]1)[C:7]2=[CH:18][CH2:19][CH2:20][N:21]([CH3:22])[CH3:23])=[O:25]. Starting materials: [H-].[H-].[H-].[H-].[Li+].[Al+3] (LAH), CON(C(C(CNC(OC(C)(C)C)=O)C)=O)C (tert-butyl {3-[methoxy(methyl)amino]-2-methyl-3-oxopropyl}carbamate). The solvent is C1CCOC1 (THF). Conditions: time 30 minute. Yields the product CC(CNC(OC(C)(C)C)=O)C=O (tert-butyl (2-methyl-3-oxopropyl)carbamate). Reaction SMILES: [H-].[H-].[H-].[H-].[Li+].[Al+3].CON(C)[C:10](=[O:22])[CH:11]([CH3:21])[CH2:12][NH:13][C:14](=[O:20])[O:15][C:16]([CH3:19])([CH3:18])[CH3:17]>C1COCC1>[CH3:21][CH:11]([CH:10]=[O:22])[CH2:12][NH:13][C:14](=[O:20])[O:15][C:16]([CH3:17])([CH3:18])[CH3:19] |f:0.1.2.3.4.5|. Procedure: A solution of LAH (10 mL, 10 mmol, 1M in THF) was slowly added over ˜15 min to a stirred solution of tert-butyl {3-[methoxy(methyl)amino]-2-methyl-3-oxopropyl}carbamate (2.2 g, 8.9 mmol) in THF (40 mL) at −40° C. under nitrogen. After stirring at −40° for 30 min, the reaction mixture was quenched carefully by dropwise addition of saturated aqueous sodium bisulfate solution and stirred at room temperature for 1 hr. The mixture was filtered through Celite, and the filtrate was washed sequentially ... Reactants: ClC=1C=CC(=C(C1)NC1=NC=2N(C(=C1)NCC(C)N1CCOCC1)N=CC2)F (N5-(5-chloro-2-fluorophenyl)-N7-(2-morpholinopropyl)pyrazolo[1,5-a]pyrimidine-5,7-diamine), CN(C)C=O (DMF), P(=O)(Cl)(Cl)Cl (phosphorous oxychloride). Conditions: time 2 day. The product is ClC=1C=CC(=C(C1)NC1=NC=2N(C(=C1)NCC(C)N1CCOCC1)N=CC2C=O)F (5-(5-chloro-2-fluorophenylamino)-7-(2-morpholinopropylamino)pyrazolo[1,5-a]pyrimidine-3-carbaldehyde). Isolated yield 41.0%. Reaction SMILES: [Cl:1][C:2]1[CH:3]=[CH:4][C:5]([F:28])=[C:6]([NH:8][C:9]2[CH:14]=[C:13]([NH:15][CH2:16][CH:17]([N:19]3[CH2:24][CH2:23][O:22][CH2:21][CH2:20]3)[CH3:18])[N:12]3[N:25]=[CH:26][CH:27]=[C:11]3[N:10]=2)[CH:7]=1.P(Cl)(Cl)(Cl)=O.CN([CH:37]=[O:38])C>>[Cl:1][C:2]1[CH:3]=[CH:4][C:5]([F:28])=[C:6]([NH:8][C:9]2[CH:14]=[C:13]([NH:15][CH2:16][CH:17]([N:19]3[CH2:20][CH2:21][O:22][CH2:23][CH2:24]3)[CH3:18])[N:12]3[N:25]=[CH:26][C:27]([CH:37]=[O:38])=[C:11]3[N:10]=2)[CH:7]=1. Procedure details: In a reaction flask, N5-(5-chloro-2-fluorophenyl)-N7-(2-morpholinopropyl)pyrazolo[1,5-a]pyrimidine-5,7-diamine (84 mg, 0.21 mmol) was dissolved in DMF (0.9 mL) then phosphorous oxychloride (58 uL, 0.62 mmol) was added slowly at room temperature. The reaction mixture was allowed to stir at room temperature for 2 days then quenched by addition to 6N NaOH solution. The pH of the mixture was adjusted with 6N HCl to pH=7-9. The solid was recovered by filtration and washed with water. The product, 5-(... Yields the product CN1CCN(CC1)CC1=C(C=C(C=C1)C(F)(F)F)[N+](=O)[O-] (1-methyl-4-(2-nitro-4-trifluoromethyl-benzyl)-piperazine). Reaction SMILES: Cl[CH2:2][C:3]1[CH:8]=[CH:7][C:6]([C:9]([F:12])([F:11])[F:10])=[CH:5][C:4]=1[N+:13]([O-:15])=[O:14].[CH3:16][N:17]1[CH2:22][CH2:21][NH:20][CH2:19][CH2:18]1.C([O-])(O)=O.[Na+]>C1COCC1>[CH3:16][N:17]1[CH2:22][CH2:21][N:20]([CH2:2][C:3]2[CH:8]=[CH:7][C:6]([C:9]([F:12])([F:11])[F:10])=[CH:5][C:4]=2[N+:13]([O-:15])=[O:14])[CH2:19][CH2:18]1 |f:2.3|. The solvent is C1CCOC1 (THF). Reported procedure: To 1-chloromethyl-2-nitro-4-trifluoromethyl-benzene (1.5 g, 6.2 mmol), N-methylpiperazine (0.83 mL, 7.5 mmol), and THF (31 mL) was added NaHCO3 (1.43 g, 17.1 mmol). The mixture was heated overnight at 75° C. in a sealed tube. The cooled reaction was filtered, concentrated, diluted with CH2Cl2, and extracted with water and brine. The organic layer was dried over Na2SO4, filtered and concentrated to yield 1-methyl-4-(2-nitro-4-trifluoromethyl-benzyl)-piperazine. Run at temperature 75 celsius. Starting materials: ClCC1=C(C=C(C=C1)C(F)(F)F)[N+](=O)[O-] (1-chloromethyl-2-nitro-4-trifluoromethyl-benzene), CN1CCNCC1 (N-methylpiperazine), C(=O)(O)[O-].[Na+] (NaHCO3). The reactants are P(OCC)(OCC)Cl ((C2H5O)2PCl), P(OCC)(OCC)OCC ((C2H5O)3P), P(Cl)(Cl)Cl (phosphorustrichloride), C(C)OP(OCC)OCC (triethylphosphite), C(C)OP(Cl)Cl (C2H5OPCl2). The solvent is tris-2-ethylhexyl-phosphineoxide. The product is [Cl-].C(C)OP(OCC)O (phosphorous acid-diethyl ester-chloride). RXN SMILES: P(Cl)(Cl)[Cl:2].[CH2:5]([O:7][P:8]([O:12]CC)[O:9][CH2:10][CH3:11])[CH3:6].C(OP(Cl)Cl)C.P(Cl)(OCC)OCC>>[Cl-:2].[CH2:5]([O:7][P:8]([OH:12])[O:9][CH2:10][CH3:11])[CH3:6] |f:4.5|. Procedure details: 68.7 g (0.5 mol) of phosphorustrichloride and 166 g (1 mol) of triethylphosphite, in which 2 grams of tris-2-ethylhexyl-phosphineoxide were dissolved, were simultaneously added dropwise into a flask within 30 minutes and mixed together by stirring while cooling at 48° to 52° C. At the end of the mixing process, the colorless slightly cloudy solution had the following composition: 6% C2H5OPCl2 ; 85% (C2H5O)2PCl; 5% (C2H5O)3P. In order to obtain pure phosphorous acid-diethyl ester-chloride, the hi... The reactants are S(=O)(Cl)Cl (Thionyl chloride), C(C)(=O)N1CC(CCC1)C(=O)O (1-acetyl-3-piperidinecarboxylic acid), FC1=CC=CC=C1 (fluorobenzene), [Cl-].[Al+3].[Cl-].[Cl-] (Aluminum chloride). Reaction SMILES: S(Cl)(Cl)=O.[C:5]([N:8]1[CH2:13][CH2:12][CH2:11][CH:10]([C:14]([OH:16])=O)[CH2:9]1)(=[O:7])[CH3:6].[Cl-].[Al+3].[Cl-].[Cl-].[F:21][C:22]1[CH:27]=[CH:26][CH:25]=[CH:24][CH:23]=1>>[C:5]([N:8]1[CH2:13][CH2:12][CH2:11][CH:10]([C:14]([C:25]2[CH:26]=[CH:27][C:22]([F:21])=[CH:23][CH:24]=2)=[O:16])[CH2:9]1)(=[O:7])[CH3:6] |f:2.3.4.5|. Conditions: time 30 minute. The product is C(C)(=O)N1CC(CCC1)C(=O)C1=CC=C(C=C1)F ((1-acetyl-3-piperidinyl)(4-fluorophenyl)methanone). Procedure details: Thionyl chloride (2.12 ml, 32.1 mmol) was added to fluorobenzene solution (20 ml) of 1-acetyl-3-piperidinecarboxylic acid (5.00 g, 29.2 mmol) under ice-cooling, which was stirred at room temperature for 30 minutes. Aluminum chloride (9.74 g, 73.0 mmol) was added to the solution, which was stirred at 90° C. for 1 hour. The reaction mixture was poured in ice, and extraction was conducted using ethyl acetate. The extract was washed with saturated aqueous sodium chloride solution, saturated sodium h...